Dataset: the Open Reaction Database (ORD), a public repository of structured organic reaction records. Task: describe an organic reaction: reactants, conditions, products, and yield Reactants: O1CCOC=2C=NC(=CC21)CN(C(OC(C)(C)C)=O)C2CCNCC2 (1,1-dimethylethyl (2,3-dihydro[1,4]dioxino[2,3-c]pyridin-7-ylmethyl)-4-piperidinylcarbamate), C(C)(=O)O[BH-](OC(C)=O)OC(C)=O.[Na+] (sodium triacetoxyborohydride), FC(S(=O)(=O)OC1=CC(N(C2=CC(=CC=C12)F)CC=O)=O)(F)F (7-fluoro-2-oxo-1-(2-oxoethyl)-1,2-dihydro-4-quinolinyl trifluoromethanesulfonate), S(=O)(=O)([O-])[O-].[Na+].[Na+] (sodium sulphate). Solvent: C1CCOC1 (THF), C(C)(=O)OCC (ethyl acetate). Conditions: time 18 hour. The product is FC(S(=O)(=O)OC1=CC(N(C2=CC(=CC=C12)F)CCN1CCC(CC1)N(C(=O)OC(C)(C)C)CC1=CC2=C(C=N1)OCCO2)=O)(F)F (1-{2-[4-((2,3-Dihydro[1,4]dioxino[2,3-c]pyridin-7-ylmethyl) {[(1,1-dimethylethyl)oxy]carbonyl}amino)-1-piperidinyl]ethyl}-7-fluoro-2-oxo-1,2-dihydro-4-quinolinyl Trifluoromethanesulfonate). As a reaction SMILES: [F:1][C:2]([F:23])([F:22])[S:3]([O:6][C:7]1[C:16]2[C:11](=[CH:12][C:13]([F:17])=[CH:14][CH:15]=2)[N:10]([CH2:18][CH:19]=O)[C:9](=[O:21])[CH:8]=1)(=[O:5])=[O:4].[O:24]1[C:33]2[CH:32]=[C:31]([CH2:34][N:35]([CH:43]3[CH2:48][CH2:47][NH:46][CH2:45][CH2:44]3)[C:36](=[O:42])[O:37][C:38]([CH3:41])([CH3:40])[CH3:39])[N:30]=[CH:29][C:28]=2[O:27][CH2:26][CH2:25]1.S([O-])([O-])(=O)=O.[Na+].[Na+].C(O[BH-](OC(=O)C)OC(=O)C)(=O)C.[Na+]>C1COCC1.C(OCC)(=O)C>[F:23][C:2]([F:1])([F:22])[S:3]([O:6][C:7]1[C:16]2[C:11](=[CH:12][C:13]([F:17])=[CH:14][CH:15]=2)[N:10]([CH2:18][CH2:19][N:46]2[CH2:47][CH2:48][CH:43]([N:35]([CH2:34][C:31]3[N:30]=[CH:29][C:28]4[O:27][CH2:26][CH2:25][O:24][C:33]=4[CH:32]=3)[C:36]([O:37][C:38]([CH3:41])([CH3:40])[CH3:39])=[O:42])[CH2:44][CH2:45]2)[C:9](=[O:21])[CH:8]=1)(=[O:5])=[O:4] |f:2.3.4,5.6|. Procedure: The crude 7-fluoro-2-oxo-1-(2-oxoethyl)-1,2-dihydro-4-quinolinyl trifluoromethanesulfonate (5.6 g, 15.9 mmol assumed 100% from previous step) was dissolved in THF (50 ml) and 1,1-dimethylethyl (2,3-dihydro[1,4]dioxino[2,3-c]pyridin-7-ylmethyl)-4-piperidinylcarbamate (for a synthesis see WO2004/058144 Example 99(h)) (5.60 g, 15.9 mmol) added followed by sodium sulphate (˜15 g). After 2 h sodium triacetoxyborohydride (12.3 g, 58 mmol) was added portionwise over 1 h and the solution stirred for 18 ...